Dataset: the Open Reaction Database (ORD), a public repository of structured organic reaction records. Task: describe an organic reaction: reactants, conditions, products, and yield Reactants: CO, [H][H], CN1CC(OC(=O)N2CCCC2)CC(C(=O)NO)C1C(=O)N1CC=C(c2ccccc2)CC1. Product: CN1CC(OC(=O)N2CCCC2)CC(C(=O)NO)C1C(=O)N1CCC(c2ccccc2)CC1. RXN SMILES: [CH3:36][OH:37].[H:34][H:35].[N:1]1([C:6](=[O:7])[O:8][CH:9]2[CH2:10][N:11]([CH3:33])[CH:12]([C:19](=[O:20])[N:21]3[CH2:22][CH2:23][C:24]([c:27]4[cH:28][cH:29][cH:30][cH:31][cH:32]4)=[CH:25][CH2:26]3)[CH:13]([C:15](=[O:16])[NH:17][OH:18])[CH2:14]2)[CH2:2][CH2:3][CH2:4][CH2:5]1>>[N:1]1([C:6](=[O:7])[O:8][CH:9]2[CH2:10][N:11]([CH3:33])[CH:12]([C:19](=[O:20])[N:21]3[CH2:22][CH2:23][CH:24]([c:27]4[cH:28][cH:29][cH:30][cH:31][cH:32]4)[CH2:25][CH2:26]3)[CH:13]([C:15](=[O:16])[NH:17][OH:18])[CH2:14]2)[CH2:2][CH2:3][CH2:4][CH2:5]1. Procedure: A mixture of 6-hexanolactone (40 g, 0.35 mol), phenylmethanol (70 g, 0.647 mol), and conc. sulfuric acid (40 drops) was heated at 50° C. overnight. The resulting mixture was purified by column chromatography (hexane, 5-30% ethyl acetate/hexane) and distilled to afford 20.1 g (26%) of 6-hydroxyhexanoic acid phenylmethyl ester, b.p. 70°-75° C./1 mm. Product: C1(=CC=CC=C1)COC(CCCCCO)=O (6-hydroxyhexanoic acid phenylmethyl ester). Reaction conditions: temperature 50 celsius. The reactants are C1(CCCCCO1)=O (6-hexanolactone), C1(=CC=CC=C1)CO (phenylmethanol). RXN SMILES: [C:1]1(=[O:8])[O:7][CH2:6][CH2:5][CH2:4][CH2:3][CH2:2]1.[C:9]1([CH2:15][OH:16])[CH:14]=[CH:13][CH:12]=[CH:11][CH:10]=1>S(=O)(=O)(O)O>[C:9]1([CH2:15][O:16][C:6](=[O:7])[CH2:5][CH2:4][CH2:3][CH2:2][CH2:1][OH:8])[CH:14]=[CH:13][CH:12]=[CH:11][CH:10]=1. Reagents/catalysts: S(O)(O)(=O)=O (sulfuric acid). The yield is 25.8%. The reactants are O=C([O-])[O-], [Cs+], [Cs+], CC1NC(=O)C(F)(F)C1O, N#Cc1ccc(I)cc1C(F)(F)F, O=C(C=Cc1ccccc1)C=Cc1ccccc1, O=C(C=Cc1ccccc1)C=Cc1ccccc1, O=C(C=Cc1ccccc1)C=Cc1ccccc1, [Pd], [Pd], CC1(C)c2cccc(P(c3ccccc3)c3ccccc3)c2Oc2c(P(c3ccccc3)c3ccccc3)cccc21. Yields the product CC1C(O)C(F)(F)C(=O)N1c1ccc(C#N)c(C(F)(F)F)c1. As a reaction SMILES: [C:66](=[O:67])([O-:68])[O-:69].[Cs+:70].[Cs+:71].[F:14][C:15]1([F:23])[C:16](=[O:22])[NH:17][CH:18]([CH3:21])[CH:19]1[OH:20].[F:1][C:2]([c:3]1[c:4]([C:5]#[N:6])[cH:7][cH:8][c:9]([I:11])[cH:10]1)([F:12])[F:13].[O:110]=[C:111]([CH:112]=[CH:113][c:114]1[cH:115][cH:116][cH:117][cH:118][cH:119]1)[CH:120]=[CH:121][c:122]1[cH:123][cH:124][cH:125][cH:126][cH:127]1.[O:74]=[C:75]([CH:76]=[CH:77][c:78]1[cH:79][cH:80][cH:81][cH:82][cH:83]1)[CH:84]=[CH:85][c:86]1[cH:87][cH:88][cH:89][cH:90][cH:91]1.[O:92]=[C:93]([CH:94]=[CH:95][c:96]1[cH:97][cH:98][cH:99][cH:100][cH:101]1)[CH:102]=[CH:103][c:104]1[cH:105][cH:106][cH:107][cH:108][cH:109]1.[Pd:72].[Pd:73].[c:24]1([P:25]([c:26]2[cH:27][cH:28][cH:29][cH:30][cH:31]2)[c:32]2[c:33]3[c:57]([cH:58][cH:59][cH:60]2)[C:54]([CH3:55])([CH3:56])[c:36]2[c:35]([c:40]([P:41]([c:42]4[cH:43][cH:44][cH:45][cH:46][cH:47]4)[c:48]4[cH:49][cH:50][cH:51][cH:52][cH:53]4)[cH:39][cH:38][cH:37]2)[O:34]3)[cH:61][cH:62][cH:63][cH:64][cH:65]1>>[F:1][C:2]([c:3]1[c:4]([C:5]#[N:6])[cH:7][cH:8][c:9]([N:17]2[C:16](=[O:22])[C:15]([F:14])([F:23])[CH:19]([OH:20])[CH:18]2[CH3:21])[cH:10]1)([F:12])[F:13]. Starting materials: O (water), ON1C(C=2C(C1=O)=CC=CC2)=O (N-hydroxyphthalimide), C(C)(=O)[O-].[Na+] (sodium acetate), ClCCN1CCN(CC1)C1=C(C=CC=C1)OC (1-(2-chloroethyl)-4-(2-methoxyphenyl)piperazine). Run in CS(=O)C (dimethylsulfoxide). Run at temperature 100 celsius, time 4 hour. The product is O=C1N(C(C2=CC=CC=C12)=O)OCCN1CCN(CC1)C1=C(C=CC=C1)OC (1-[2-(1,3-Dihydro-1,3-dioxo-2H-isoindol-2-yloxy)ethyl]-4-(2-methoxyphenyl)piperazine). Yield: 50.6%. Reaction SMILES: [OH:1][N:2]1[C:6](=[O:7])[C:5]2=[CH:8][CH:9]=[CH:10][CH:11]=[C:4]2[C:3]1=[O:12].C([O-])(=O)C.[Na+].Cl[CH2:19][CH2:20][N:21]1[CH2:26][CH2:25][N:24]([C:27]2[CH:32]=[CH:31][CH:30]=[CH:29][C:28]=2[O:33][CH3:34])[CH2:23][CH2:22]1.O>CS(C)=O>[O:7]=[C:6]1[C:5]2[C:4](=[CH:11][CH:10]=[CH:9][CH:8]=2)[C:3](=[O:12])[N:2]1[O:1][CH2:19][CH2:20][N:21]1[CH2:22][CH2:23][N:24]([C:27]2[CH:32]=[CH:31][CH:30]=[CH:29][C:28]=2[O:33][CH3:34])[CH2:25][CH2:26]1 |f:1.2|. Procedure: A mixture of 6.73 g of N-hydroxyphthalimide, 3.73 g of sodium acetate and 10 g of 1-(2-chloroethyl)-4-(2-methoxyphenyl)piperazine in 100 ml of anhydrous dimethylsulfoxide was stirred at 100° C. for 4 hours. The reaction mixture was then cooled to room temperature, poured into water and extracted with ethyl acetate. The collected organic layers were washed with 1N aqueous sodium hydroxide solution, dried on anhydrous sodium sulfate and evaporated to dryness in vacuo to give 7.58 g of the title co... Reactants: O=C([O-])[O-], CC(=O)OC(C)=O, CC(=O)O, CN(C)C=O, Cc1ccc(Cc2c(C)[nH][nH]c2=O)cc1F, [K+], [K+], O. Product: CC(=O)n1[nH]c(=O)c(Cc2ccc(C)c(F)c2)c1C. As a reaction SMILES: [C:17](=[O:18])([O-:19])[O-:20].[CH3:23][C:24](=[O:25])[O:26][C:27](=[O:28])[CH3:29].[CH3:30][C:31](=[O:32])[OH:33].[CH3:34][N:35]([CH3:36])[CH:37]=[O:38].[F:1][c:2]1[cH:3][c:4]([CH2:9][c:10]2[c:11](=[O:16])[nH:12][nH:13][c:14]2[CH3:15])[cH:5][cH:6][c:7]1[CH3:8].[K+:21].[K+:22].[OH2:39]>>[F:1][c:2]1[cH:3][c:4]([CH2:9][c:10]2[c:11](=[O:16])[nH:12][n:13]([C:24]([CH3:23])=[O:25])[c:14]2[CH3:15])[cH:5][cH:6][c:7]1[CH3:8].